This data is from the Open Reaction Database (ORD), a public repository of structured organic reaction records. The task is: describe an organic reaction: reactants, conditions, products, and yield Reaction SMILES: [CH2:1]([O:3][C:4]([C:6]1[N:7]=[C:8](/[CH:11]=[CH:12]/[C:13]2[CH:18]=[CH:17][CH:16]=[C:15]([N+:19]([O-])=O)[CH:14]=2)[S:9][CH:10]=1)=[O:5])[CH3:2].O.[Sn](Cl)Cl.[OH-].[NH4+]>C(O)C>[CH2:1]([O:3][C:4]([C:6]1[N:7]=[C:8](/[CH:11]=[CH:12]/[C:13]2[CH:18]=[CH:17][CH:16]=[C:15]([NH2:19])[CH:14]=2)[S:9][CH:10]=1)=[O:5])[CH3:2] |f:1.2,3.4|. Product: C(C)OC(=O)C=1N=C(SC1)\C=C\C1=CC(=CC=C1)N ((E)-2-[2-(3-aminophenyl)ethenyl]-4-thiazolecarboxylic acid ethyl ester). Reactants: C(C)OC(=O)C=1N=C(SC1)\C=C\C1=CC(=CC=C1)[N+](=O)[O-] ((E)-2-[2-(3-nitrophenyl)ethenyl]-4-thiazolecarboxylic acid ethyl ester), O.[Sn](Cl)Cl (tin(II) chloride monohydrate), [OH-].[NH4+] (ammonium hydroxide). Reported procedure: A solution of 1.5 g of (E)-2-[2-(3-nitrophenyl)ethenyl]-4-thiazolecarboxylic acid ethyl ester, 3.87 g of tin(II) chloride monohydrate and 100 ml of ethanol was heated to reflux for 16 hr. The reaction mixture was then poured onto ice-water, basified with ammonium hydroxide and extracted with methylene chloride. The methylene chloride solution was washed with water, saturated brine and dried (MgSO4). Evaporation of the solvent in vacuo yielded 1.1 g of (E)-2-[2-(3-aminophenyl)ethenyl]-4-thiazolec... Isolated yield 81.3%. The solvent is C(C)O (ethanol). Starting materials: CCOC(=O)C=Cc1ccc(C(C)NC(=O)OC(C)(C)C)cc1, CCO, [OH-], [OH-], [Pd+2]. The product is CCOC(=O)CCc1ccc(C(C)NC(=O)OC(C)(C)C)cc1. RXN SMILES: [CH2:1]([CH3:2])[O:3][C:4]([CH:5]=[CH:6][c:7]1[cH:8][cH:9][c:10]([CH:13]([CH3:14])[NH:15][C:16](=[O:17])[O:18][C:19]([CH3:20])([CH3:21])[CH3:22])[cH:11][cH:12]1)=[O:23].[CH3:24][CH2:25][OH:26].[OH-:27].[OH-:29].[Pd+2:28]>>[CH2:1]([CH3:2])[O:3][C:4]([CH2:5][CH2:6][c:7]1[cH:8][cH:9][c:10]([CH:13]([CH3:14])[NH:15][C:16](=[O:17])[O:18][C:19]([CH3:20])([CH3:21])[CH3:22])[cH:11][cH:12]1)=[O:23]. The reactants are C(C)#N (acetonitrile), C([O-])([O-])=O.[K+].[K+] (potassium carbonate), FC(S(=O)(=O)OCC(F)(F)F)(F)F (2,2,2-trifluoroethyl trifluoromethanesulfonate), Cl.C(C)(C)N1N=CC(=C1)C1=CC=2N(C(=N1)C=1C=NN(C1)C1(CNC1)CC#N)C=CN2 (2-(3-(4-(7-(1-isopropyl-1H-pyrazol-4-yl)imidazo[1,2-c]pyrimidin-5-yl)-1H-pyrazol-1-yl)azetidin-3-yl)acetonitrile hydrochloride). Run in C(Cl)Cl (DCM). Yields the product C(C)(C)N1N=CC(=C1)C1=CC=2N(C(=N1)C=1C=NN(C1)C1(CN(C1)CC(F)(F)F)CC#N)C=CN2 (2-(3-(4-(7-(1-isopropyl-1-H-pyrazol-4-yl)imidazo[1,2-c]pyrimidin-5-yl)-1H-pyrazol-1-yl)-1-(2,2,2-trifluoro ethyl)azetidin-3-yl)acetonitrile). Yield: 47.0%. RXN SMILES: Cl.[CH:2]([N:5]1[CH:9]=[C:8]([C:10]2[N:15]=[C:14]([C:16]3[CH:17]=[N:18][N:19]([C:21]4([CH2:25][C:26]#[N:27])[CH2:24][NH:23][CH2:22]4)[CH:20]=3)[N:13]3[CH:28]=[CH:29][N:30]=[C:12]3[CH:11]=2)[CH:7]=[N:6]1)([CH3:4])[CH3:3].C(#N)C.C(=O)([O-])[O-].[K+].[K+].FC(F)(F)S(O[CH2:46][C:47]([F:50])([F:49])[F:48])(=O)=O>C(Cl)Cl>[CH:2]([N:5]1[CH:9]=[C:8]([C:10]2[N:15]=[C:14]([C:16]3[CH:17]=[N:18][N:19]([C:21]4([CH2:25][C:26]#[N:27])[CH2:22][N:23]([CH2:46][C:47]([F:50])([F:49])[F:48])[CH2:24]4)[CH:20]=3)[N:13]3[CH:28]=[CH:29][N:30]=[C:12]3[CH:11]=2)[CH:7]=[N:6]1)([CH3:4])[CH3:3] |f:0.1,3.4.5|. Procedure details: To a flask charged with 2-(3-(4-(7-(1-isopropyl-1H-pyrazol-4-yl)imidazo[1,2-c]pyrimidin-5-yl)-1H-pyrazol-1-yl)azetidin-3-yl)acetonitrile hydrochloride (0.050 g, 0.10 mmol) was added 1 mL of acetonitrile, potassium carbonate (0.10 g, 0.75 mmol), and 2,2,2-trifluoroethyl trifluoromethanesulfonate (0.040 g, 0.17 mmol) at ambient temperature with stirring. The reaction flask was then sealed and allowed to proceed at ambient temperature over the weekend. The reaction was diluted with DCM and the susp... The reactants are C(N)(=O)C(CC(C(CC1=CC=CC=C1)NC(=O)C1=NC2=CC=CC=C2N=C1)OC(C)=O)CCC(C)(C)F (acetic acid 3-carbamoyl-6-fluoro-6-methyl-1-{2-phenyl-1-[(quinoxaline-2-carbonyl)-amino]-ethyl}-heptyl ester), COC=1C=CC(=CC1)P2(=S)SP(=S)(S2)C=3C=CC(=CC3)OC (Lawesson's reagent). Solvent: O1CCCC1 (tetrahydrofuran). Reaction conditions: time 5 hour. Product: FC(CCC(CC(C(CC1=CC=CC=C1)NC(=O)C1=NC2=CC=CC=C2N=C1)OC(C)=O)C(N)=S)(C)C (Acetic Acid 6-fluoro-6-methyl-1-{2-phenyl-1-[(Quinoxaline-2-carbonyl)-amino]-ethyl}-3-thiocarbamoyl-heptyl Ester). RXN SMILES: [C:1]([CH:4]([CH2:32][CH2:33][C:34]([F:37])([CH3:36])[CH3:35])[CH2:5][CH:6]([O:28][C:29](=[O:31])[CH3:30])[CH:7]([NH:15][C:16]([C:18]1[CH:27]=[N:26][C:25]2[C:20](=[CH:21][CH:22]=[CH:23][CH:24]=2)[N:19]=1)=[O:17])[CH2:8][C:9]1[CH:14]=[CH:13][CH:12]=[CH:11][CH:10]=1)(=O)[NH2:2].COC1C=CC(P2(SP(C3C=CC(OC)=CC=3)(=S)S2)=[S:47])=CC=1>O1CCCC1>[F:37][C:34]([CH3:36])([CH3:35])[CH2:33][CH2:32][CH:4]([C:1](=[S:47])[NH2:2])[CH2:5][CH:6]([O:28][C:29](=[O:31])[CH3:30])[CH:7]([NH:15][C:16]([C:18]1[CH:27]=[N:26][C:25]2[C:20](=[CH:21][CH:22]=[CH:23][CH:24]=2)[N:19]=1)=[O:17])[CH2:8][C:9]1[CH:14]=[CH:13][CH:12]=[CH:11][CH:10]=1. Procedure: To a solution of 1.0 equivalent of acetic acid 3-carbamoyl-6-fluoro-6-methyl-1-{2-phenyl-1-[(quinoxaline-2-carbonyl)-amino]-ethyl}-heptyl ester in tetrahydrofuran cooled to 0° C. is added 0.5 equivalents of Lawesson's reagent dropwise. The yellow suspension is allowed to warm to room temperature and stirred for about 5 h. The reaction mixture is concentrated to dryness, then purified by silica gel chromatography to give the title compound. Reactants: [N+](=O)([O-])C=1C=C(C=CC1)C1(CCC1)C(=O)Cl (1-(3-Nitrophenyl)cyclobutanecarbonyl chloride), compound, N12CC(C(CC1)CC2)O (3-quinuclidinol). Solvent: C(Cl)Cl (CH2Cl2). The product is Cl.[N+](=O)([O-])C=1C=C(C=CC1)C1(CCC1)C(=O)OC1CN2CCC1CC2 (3-Quinuclidinyl 1-(3-nitrophenyl)cyclobutanecarboxylate Hydrochloride). Reaction SMILES: [N+:1]([C:4]1[CH:5]=[C:6]([C:10]2([C:14]([Cl:16])=[O:15])[CH2:13][CH2:12][CH2:11]2)[CH:7]=[CH:8][CH:9]=1)([O-:3])=[O:2].[N:17]12[CH2:24][CH2:23][CH:20]([CH2:21][CH2:22]1)[CH:19]([OH:25])[CH2:18]2>C(Cl)Cl>[ClH:16].[N+:1]([C:4]1[CH:5]=[C:6]([C:10]2([C:14]([O:25][CH:19]3[CH:20]4[CH2:23][CH2:24][N:17]([CH2:22][CH2:21]4)[CH2:18]3)=[O:15])[CH2:13][CH2:12][CH2:11]2)[CH:7]=[CH:8][CH:9]=1)([O-:3])=[O:2] |f:3.4|. Procedure: The title compound was prepared in an analogous manner to that in Example 36. 1-(3-Nitrophenyl)cyclobutanecarbonyl chloride, prepared from the compound prepared in Example 33, was reacted with 3-quinuclidinol in CH2Cl2 for 2 h. The crude was chromatographed on silica gel using EtOAc-Et3N 90:10 as eluent. The yield was 0.4 g (26%); mp 191-192° C.; 1H NMR (CD3OD) δ 1.73-2.29 (m, 7H), 2.62 (m, 2H), 2.94 (m, 2H), 3.02-3.36 (m, 5H), 3.65-3.75 (m, 1H), 5.10 (m, 1H), 7.60-7.66 (m, 1H), 7.74-7.78 (m, 1H... Reactants: C1(=CC=CC=C1)CCC(=O)OCC1=CC=CC=C1 (benzyl 3-phenylpropionate), N[C@@H](C(C)C)CO ((L)-valinol), Zn4(OCOCF3)6O. Run in ClC1=CC=CC=C1 (chlorobenzene). Yields the product C(C)(C)[C@@H]1N=C(OC1)CCC1=CC=CC=C1 ((S)-4-isopropyl-2-(2-phenylethyl)-1,3-oxazoline). Isolated yield 74.0%. Reaction SMILES: [C:1]1([CH2:7][CH2:8][C:9](OCC2C=CC=CC=2)=O)[CH:6]=[CH:5][CH:4]=[CH:3][CH:2]=1.[NH2:19][C@H:20]([CH2:24][OH:25])[CH:21]([CH3:23])[CH3:22]>ClC1C=CC=CC=1>[CH:21]([C@H:20]1[CH2:24][O:25][C:9]([CH2:8][CH2:7][C:1]2[CH:6]=[CH:5][CH:4]=[CH:3][CH:2]=2)=[N:19]1)([CH3:23])[CH3:22]. Procedure: Under an argon atmosphere, a mixture of benzyl 3-phenylpropionate (1.5 mmol), (L)-valinol (1.8 mmol), Zn4(OCOCF3)6O (0.15 mmol) and chlorobenzene (2.5 mL) was heated under reflux for 18 hours. From the resulting solution, the solvent was removed using an evaporator, and the residues were purified by silica gel column chromatography to give (S)-4-isopropyl-2-(2-phenylethyl)-1,3-oxazoline in 74% yield. The compound was identified by comparison with physical property data of the known compound. Reactants: P-EDC, C(C)(=O)O (Acetic acid), C1(=CC=CC=C1)C(CCN(C(=O)NC1=CC(=CC=C1)C(F)(F)F)C1CCNCC1)C1=CC=CC=C1 (N-(3,3-diphenylpropyl)-N-(4-piperidinyl)-N′-[3-(trifluoromethyl)phenyl] urea). Run in ClCCl (dichloromethane). Run at time 10 minute. Yields the product C(C)(=O)N1CCC(CC1)N(C(=O)NC1=CC(=CC=C1)C(F)(F)F)CCC(C1=CC=CC=C1)C1=CC=CC=C1 (N-(1-acetyl-4-piperidinyl)-N-(3,3-diphenylpropyl)-N′-[3-(trifluoromethyl)phenyl]urea). Yield: 61.1%. As a reaction SMILES: [C:1]([OH:4])(=O)[CH3:2].[C:5]1([CH:11]([C:34]2[CH:39]=[CH:38][CH:37]=[CH:36][CH:35]=2)[CH2:12][CH2:13][N:14]([CH:28]2[CH2:33][CH2:32][NH:31][CH2:30][CH2:29]2)[C:15]([NH:17][C:18]2[CH:23]=[CH:22][CH:21]=[C:20]([C:24]([F:27])([F:26])[F:25])[CH:19]=2)=[O:16])[CH:10]=[CH:9][CH:8]=[CH:7][CH:6]=1>ClCCl>[C:1]([N:31]1[CH2:32][CH2:33][CH:28]([N:14]([CH2:13][CH2:12][CH:11]([C:5]2[CH:10]=[CH:9][CH:8]=[CH:7][CH:6]=2)[C:34]2[CH:35]=[CH:36][CH:37]=[CH:38][CH:39]=2)[C:15]([NH:17][C:18]2[CH:23]=[CH:22][CH:21]=[C:20]([C:24]([F:25])([F:26])[F:27])[CH:19]=2)=[O:16])[CH2:29][CH2:30]1)(=[O:4])[CH3:2]. Procedure: 117 mg (175 μmol, 3.5 eq.) of P-EDC resin is preswollen in 1.5 ml of anhydrous dichloromethane. Acetic acid (7.5 mg, 125 μmol, 2.5 eq.) is added and the mixture is agitated for 10 minutes. Then N-(3,3-diphenylpropyl)-N-(4-piperidinyl)-N′-[3-(trifluoromethyl)phenyl] urea (24.3 mg, 50 μmol) is added in its turn and the mixture is agitated overnight. The resin is filtered and the filtrate is concentrated. The oil obtained is passed through a silica gel cartridge eluting with an equimolar mixture of... The reactants are HOBT ammonium salt, N([C@@H](CCCNC(NS(=O)(=O)C1=C(C)C=2CCC(C)(C)OC2C(C)=C1C)=N)C(=O)O)C(=O)OCC1=CC=CC=C1 (Z-Arg(Pmc)-OH), C1CCC(CC1)N=C=NC2CCCCC2 (DCC). Solvent: CN(C)C=O (DMF). Reaction conditions: temperature 0 celsius, time 300 minute. Yields the product N([C@@H](CCCNC(NS(=O)(=O)C1=C(C)C=2CCC(C)(C)OC2C(C)=C1C)=N)C(=O)N)C(=O)OCC1=CC=CC=C1 (Z-Arg(Pmc)-NH2). Yield: 97.6%. RXN SMILES: [NH:1]([C:31]([O:33][CH2:34][C:35]1[CH:40]=[CH:39][CH:38]=[CH:37][CH:36]=1)=[O:32])[C@H:2]([C:28]([OH:30])=O)[CH2:3][CH2:4][CH2:5][NH:6][C:7](=[NH:27])[NH:8][S:9]([C:12]1[C:25]([CH3:26])=[C:23]([CH3:24])[C:22]2[O:21][C:18]([CH3:20])([CH3:19])[CH2:17][CH2:16][C:15]=2[C:13]=1[CH3:14])(=[O:11])=[O:10].C1CCC([N:47]=C=NC2CCCCC2)CC1>CN(C=O)C>[NH:1]([C:31]([O:33][CH2:34][C:35]1[CH:36]=[CH:37][CH:38]=[CH:39][CH:40]=1)=[O:32])[C@H:2]([C:28]([NH2:47])=[O:30])[CH2:3][CH2:4][CH2:5][NH:6][C:7](=[NH:27])[NH:8][S:9]([C:12]1[C:25]([CH3:26])=[C:23]([CH3:24])[C:22]2[O:21][C:18]([CH3:20])([CH3:19])[CH2:17][CH2:16][C:15]=2[C:13]=1[CH3:14])(=[O:11])=[O:10]. Reported procedure: A] Z-Arg(Pmc)-OH (2.87 g, 5 mmoles) was dissolved in 15 ml of DMF, then added with 0.837 g (5.5 mmoles) of HOBT ammonium salt, and the reaction mixture was cooled to 0° C. After the addition of 1.135 g (5.5 mmoles) of DCC, the reaction mixture was brought to room temperature and kept under stirring for 300 minutes. After filtering dicyclohexylurea off, the solvent was evaporated under vacuum and the residue taken up in 25 ml of ethyl acetate and washed with an aqueous solution of 5% sodium hydro... Product: c1cc2c(c3c1CCCO3)OC(CNCCCNC1=NCCCN1)CC2. The reactants are c1cc2c(c3c1CCC3)OC(CNCCCNC1=NCCCN1)CC2, c1cc2c(c3c1CCC(CNCCCNC1=NCCCN1)O3)OCCO2. Reaction SMILES: [O:1]1[CH:2]([CH2:14][NH:15][CH2:16][CH2:17][CH2:18][NH:19][C:20]2=[N:25][CH2:24][CH2:23][CH2:22][NH:21]2)[CH2:3][CH2:4][c:5]2[c:6]1[c:7]1[c:8]([cH:9][cH:10]2)[CH2:11][CH2:12][CH2:13]1.[O:26]1[c:27]2[c:28]3[c:45]([cH:46][cH:47][c:48]2[O:49][CH2:50][CH2:51]1)[CH2:44][CH2:43][CH:30]([CH2:31][NH:32][CH2:33][CH2:34][CH2:35][NH:36][C:37]1=[N:42][CH2:41][CH2:40][CH2:39][NH:38]1)[O:29]3>>[O:1]1[CH:2]([CH2:14][NH:15][CH2:16][CH2:17][CH2:18][NH:19][C:20]2=[N:25][CH2:24][CH2:23][CH2:22][NH:21]2)[CH2:3][CH2:4][c:5]2[c:6]1[c:7]1[c:8]([cH:9][cH:10]2)[CH2:11][CH2:12][CH2:13][O:26]1. Reactants: ClC1=CC=C(C=C1)S(=O)(=O)NC1=CC2=C(N(C(=N2)C2=CC=CC=C2)C2=CC=CC=C2)C=C1 (4-chloro-N-(1,2-diphenyl-1H-benzimidazol-5-yl)benzenesulfonamide), O (water), [H-].[Na+] (sodium hydride), COC(CCCCBr)=O (5-bromopentanoic acid methyl ester). Solvent: CN(C=O)C (N,N-dimethylformamide). Conditions: temperature 20 celsius, time 30 minute. Product: COC(CCCCN(C1=CC2=C(N(C(=N2)C2=CC=CC=C2)C2=CC=CC=C2)C=C1)S(=O)(=O)C1=CC=C(C=C1)Cl)=O (5-[[(4-Chlorophenyl) sulfonyl][1,2-diphenyl-1H-benzimidazol-5-yl]amino]pentanoic acid methyl ester). As a reaction SMILES: [Cl:1][C:2]1[CH:7]=[CH:6][C:5]([S:8]([NH:11][C:12]2[CH:32]=[CH:31][C:15]3[N:16]([C:25]4[CH:30]=[CH:29][CH:28]=[CH:27][CH:26]=4)[C:17]([C:19]4[CH:24]=[CH:23][CH:22]=[CH:21][CH:20]=4)=[N:18][C:14]=3[CH:13]=2)(=[O:10])=[O:9])=[CH:4][CH:3]=1.[H-].[Na+].[CH3:35][O:36][C:37](=[O:43])[CH2:38][CH2:39][CH2:40][CH2:41]Br.O>CN(C)C=O>[CH3:35][O:36][C:37](=[O:43])[CH2:38][CH2:39][CH2:40][CH2:41][N:11]([S:8]([C:5]1[CH:6]=[CH:7][C:2]([Cl:1])=[CH:3][CH:4]=1)(=[O:10])=[O:9])[C:12]1[CH:32]=[CH:31][C:15]2[N:16]([C:25]3[CH:26]=[CH:27][CH:28]=[CH:29][CH:30]=3)[C:17]([C:19]3[CH:24]=[CH:23][CH:22]=[CH:21][CH:20]=3)=[N:18][C:14]=2[CH:13]=1 |f:1.2|. Procedure details: 100 mg of 4-chloro-N-(1,2-diphenyl-1H-benzimidazol-5-yl)benzenesulfonamide was suspended in 0.5 ml of N,N-dimethylformamide, mixed with 8 mg of sodium hydride and stirred for 30 minutes at 20° C. 60 mg of 5-bromopentanoic acid methyl ester was added, it was allowed to stir for 15 hours, mixed with water, extracted three times with ethyl acetate, the extracts were dried on sodium sulfate, concentrated by evaporation in a vacuum, and the residue was chromatographed on silica gel.